This data is from the Open Reaction Database (ORD), a public repository of structured organic reaction records. The task is: describe an organic reaction: reactants, conditions, products, and yield The reactants are ClC1=C(C=C(C=C1)NC(=O)C1CC2=CC(=CC=C2CC1)OC)C(F)(F)F (N-[4-chloro-3-(trifluoromethyl)phenyl]-7-methoxy-1,2,3,4-tetrahydronaphthalene-2-carboxamide), solution, B(Br)(Br)Br (BBr3). Run in C(Cl)Cl (DCM), C(Cl)Cl (DCM). Product: ClC1=C(C=C(C=C1)NC(=O)C1CC2=CC(=CC=C2CC1)O)C(F)(F)F (N-[4-chloro-3-(trifluoromethyl)phenyl]-7-hydroxy-1,2,3,4-tetrahydronaphthalene-2-carboxamide). Yield: 92.2%. Reaction SMILES: [Cl:1][C:2]1[CH:7]=[CH:6][C:5]([NH:8][C:9]([CH:11]2[CH2:20][CH2:19][C:18]3[C:13](=[CH:14][C:15]([O:21]C)=[CH:16][CH:17]=3)[CH2:12]2)=[O:10])=[CH:4][C:3]=1[C:23]([F:26])([F:25])[F:24].B(Br)(Br)Br>C(Cl)Cl>[Cl:1][C:2]1[CH:7]=[CH:6][C:5]([NH:8][C:9]([CH:11]2[CH2:20][CH2:19][C:18]3[C:13](=[CH:14][C:15]([OH:21])=[CH:16][CH:17]=3)[CH2:12]2)=[O:10])=[CH:4][C:3]=1[C:23]([F:24])([F:25])[F:26]. Procedure: To a solution of N-[4-chloro-3-(trifluoromethyl)phenyl]-7-methoxy-1,2,3,4-tetrahydronaphthalene-2-carboxamide (3.65 g mg, 9.53 mmol) in DCM (100 mL) at 0° C. was added a 1.0M solution of BBr3 in DCM (14.3 mL) dropwise. The reaction mixture was allowed to warm to rt overnight. The reaction mixture was poured onto ice and extracted with EtOAc. The organic solution was dried over Na2SO4, filtered and evaporated. The residue was triturated with DCM to give N-[4-chloro-3-(trifluoromethyl)phenyl]-7-hy... Starting materials: ClC\C=C\CCl (1,4-dichloro(trans) 2-butene), [K].C1(C=2C(C(N1)=O)=CC=CC2)=O (phthalimide potassium). The solvent is CN(C=O)C (N,N-dimethylformamide). Run at time 8 hour. Yields the product ClC/C=C/CN1C(C=2C(C1=O)=CC=CC2)=O (N-[4-chloro(trans) 2-butenyl]phthalimide). Yield: 50.9%. RXN SMILES: [Cl:1][CH2:2]/[CH:3]=[CH:4]/[CH2:5]Cl.[K].[C:8]1(=[O:18])[NH:12][C:11](=[O:13])[C:10]2=[CH:14][CH:15]=[CH:16][CH:17]=[C:9]12>CN(C)C=O>[Cl:1][CH2:2]/[CH:3]=[CH:4]/[CH2:5][N:12]1[C:11](=[O:13])[C:10]2=[CH:14][CH:15]=[CH:16][CH:17]=[C:9]2[C:8]1=[O:18] |f:1.2,^1:6|. Procedure details: To a solution of 10 g of 1,4-dichloro(trans) 2-butene in 100 ml of N,N-dimethylformamide was added 16.5 g of phthalimide potassium with ice cooling. The mixture was stirred at room temperature for 8 hours, the mixture was subjected to extraction with water-ethyl acetate, and the organic layer was distilled to remove the solvent. The residue was then purified by silica gel column chromatography (n-hexane:ethyl acetate=3:1), giving 9.6 g of N-[4-chloro(trans) 2-butenyl]phthalimide (yield 51% ). Starting materials: CCOC(=O)c1ccc(N)cc1, Cc1ccc2c(c1)N(CC(=O)c1ccccc1C)C(=O)C(NC(=O)OC(C)(C)C)CN2C(=O)c1ccccc1. Product: CCOC(=O)c1ccc(NC(=O)NC2CN(C(=O)c3ccccc3)c3ccc(C)cc3N(CC(=O)c3ccccc3C)C2=O)cc1. Reaction SMILES: [CH3:40][CH2:41][O:42][C:43](=[O:44])[c:45]1[cH:46][cH:47][c:48]([NH2:49])[cH:50][cH:51]1.[c:1]1([CH3:39])[c:2]([C:7](=[O:8])[CH2:9][N:10]2[C:11](=[O:38])[CH:12]([NH:30][C:31](=[O:32])[O:33][C:34]([CH3:35])([CH3:36])[CH3:37])[CH2:13][N:14]([C:22]([c:23]3[cH:24][cH:25][cH:26][cH:27][cH:28]3)=[O:29])[c:15]3[c:16]2[cH:17][c:18]([CH3:21])[cH:19][cH:20]3)[cH:3][cH:4][cH:5][cH:6]1>>[c:1]1([CH3:39])[c:2]([C:7](=[O:8])[CH2:9][N:10]2[C:11](=[O:38])[CH:12]([NH:30][C:31](=[O:32])[NH:49][c:48]3[cH:47][cH:46][c:45]([C:43]([O:42][CH2:41][CH3:40])=[O:44])[cH:51][cH:50]3)[CH2:13][N:14]([C:22]([c:23]3[cH:24][cH:25][cH:26][cH:27][cH:28]3)=[O:29])[c:15]3[c:16]2[cH:17][c:18]([CH3:21])[cH:19][cH:20]3)[cH:3][cH:4][cH:5][cH:6]1.